This data is from the Open Reaction Database (ORD), a public repository of structured organic reaction records. The task is: describe an organic reaction: reactants, conditions, products, and yield Yields the product FC1=NC=C(C=C1)NC(=O)C1CC1 (N-(2-fluoro-5-pyridyl)cyclopropane carboxamide). The solvent is ClCCl (dichloromethane). Yield: 72.4%. Conditions: time 1 hour. Reaction SMILES: [NH2:1][C:2]1[CH:3]=[CH:4][C:5]([F:8])=[N:6][CH:7]=1.N1C=CC=CC=1.[CH:15]1([C:18](Cl)=[O:19])[CH2:17][CH2:16]1>ClCCl>[F:8][C:5]1[CH:4]=[CH:3][C:2]([NH:1][C:18]([CH:15]2[CH2:17][CH2:16]2)=[O:19])=[CH:7][N:6]=1. Procedure: A solution of 5-amino-2-fluoropyridine (6.63 g, 0.059 mol) and pyridine (5.16 g, 0.065 mol) in dichloromethane (120 ml) was stirred at room temperature. Cyclopropane carboxylic acid chloride (6.2 g, 0.059 mol) was added dropwise to the reaction mixture at such a rate to maintain the temperature at 20°-30° C. After complete addition the reaction mixture was stirred at temperature for a further one hour, then washed with 5% sodium hydroxide (100 ml), water (100 ml) and dried over anhydrous magnesi... Reactants: NC=1C=CC(=NC1)F (5-amino-2-fluoropyridine), N1=CC=CC=C1 (pyridine), C1(CC1)C(=O)Cl (Cyclopropane carboxylic acid chloride). Starting materials: C1(CC1)(C(=O)O)C(=O)O (cyclopropane-1,1-dicarboxylic acid), C1(CCCCC1)=O (cyclohexanone), C(C)(=O)OC(C)=O (acetic anhydride). The yield is 12843.3%. Reported procedure: A mixture of cyclopropane-1,1-dicarboxylic acid (13.0 g, 0.10 mmol), cyclohexanone (10.8 g, 0.11 mol), acetic anhydride (11.2 g, 0.11 mol) and concentrated sulphuric acid (5 drops) was stirred at room temperature 0.5 h. The mixture soon became a wine-red solution which later darkened to purple. The reaction mixture was partitioned between water (100 ml) and ether (2×100 ml). The combined organic extracts were washed with brine (50 ml), dried (MgSO4), filtered and evaporated to leave a purple oil... Reaction SMILES: [C:1]1([C:7]([OH:9])=[O:8])([C:4]([OH:6])=[O:5])[CH2:3][CH2:2]1.[C:10]1(=O)[CH2:15][CH2:14][CH2:13][CH2:12][CH2:11]1.C(OC(=O)C)(=O)C>S(=O)(=O)(O)O>[CH2:3]1[C:1]2([C:7](=[O:9])[O:8][C:10]3([CH2:15][CH2:14][CH2:13][CH2:12][CH2:11]3)[O:5][C:4]2=[O:6])[CH2:2]1. Product: C1CC12C(OC1(CCCCC1)OC2=O)=O (5,12-Dioxadispiro[2.2.5.2]tridecane-4,13-dione). Reagents/catalysts: S(O)(O)(=O)=O (sulphuric acid). Run at time 0.5 hour.